From a dataset of the Open Reaction Database (ORD), a public repository of structured organic reaction records. describe an organic reaction: reactants, conditions, products, and yield Reactants: CO/C=C(/C(=O)OC)\C1=C(C=CC=C1)OC1=CC(=CC=C1)C(=O)O ((E)-methyl 3-methoxy -2-(2-[3-carboxyphenoxy]phenyl)propenoate), C(C(=O)Cl)(=O)Cl (oxalyl chloride). Reagents/catalysts: CN(C)C=O (DMF). Solvent: C1CCOC1 (THF). Reaction conditions: time 45 minute. Yields the product CO/C=C(/C(=O)OC)\C1=C(C=CC=C1)OC1=CC(=CC=C1)C(=O)Cl ((E)-methyl 3-methoxy-2-(2-[3-chlorocarbonylphenoxy]phenyl)propenoate). As a reaction SMILES: [CH3:1][O:2]/[CH:3]=[C:4](\[C:9]1[CH:14]=[CH:13][CH:12]=[CH:11][C:10]=1[O:15][C:16]1[CH:21]=[CH:20][CH:19]=[C:18]([C:22]([OH:24])=O)[CH:17]=1)/[C:5]([O:7][CH3:8])=[O:6].C(Cl)(=O)C([Cl:28])=O>C1COCC1.CN(C=O)C>[CH3:1][O:2]/[CH:3]=[C:4](\[C:9]1[CH:14]=[CH:13][CH:12]=[CH:11][C:10]=1[O:15][C:16]1[CH:21]=[CH:20][CH:19]=[C:18]([C:22]([Cl:28])=[O:24])[CH:17]=1)/[C:5]([O:7][CH3:8])=[O:6]. Procedure: The carboxylic acid from the previous stage (0.33 g) stirred in dry THF (10 ml) was treated with oxalyl chloride (0.11 ml) and one drop of dry DMF. The reaction mixture was stirred for 45 minutes, stood overnight and then evaporated to give crude (E)-methyl 3-methoxy-2-(2-[3-chlorocarbonylphenoxy]phenyl)propenoate as an orange-yellow oil. Reactants: O=C1CCC(=O)N1Br, CC(=O)O, CSc1csc(S(N)(=O)=O)c1, ClC(Cl)Cl, [Na+], [OH-]. The product is CSc1cc(S(N)(=O)=O)sc1Br. Reaction SMILES: [Br:12][N:13]1[C:14](=[O:15])[CH2:16][CH2:17][C:18]1=[O:19].[C:26]([OH:27])(=[O:28])[CH3:29].[CH3:1][S:2][c:3]1[cH:4][c:5]([S:8](=[O:9])(=[O:10])[NH2:11])[s:6][cH:7]1.[Cl:22][CH:23]([Cl:24])[Cl:25].[Na+:21].[OH-:20]>>[CH3:1][S:2][c:3]1[cH:4][c:5]([S:8](=[O:9])(=[O:10])[NH2:11])[s:6][c:7]1[Br:12]. Reactants: Cc1cc(OCC(=O)OC(C)(C)C)ccc1[N+](=O)[O-], CO, [H][H], O, Cc1ccc(S(=O)(=O)O)cc1. Yields the product Cc1cc(OCC(=O)OC(C)(C)C)ccc1N, Cc1ccc(S(=O)(=O)[O-])cc1. RXN SMILES: [CH3:1][c:2]1[cH:3][c:4]([O:5][CH2:6][C:7](=[O:8])[O:9][C:10]([CH3:11])([CH3:12])[CH3:13])[cH:14][cH:15][c:16]1[N+:17]([O-:18])=[O:19].[CH3:34][OH:35].[H:32][H:33].[OH2:20].[c:21]1([CH3:31])[cH:22][cH:23][c:24]([S:27](=[O:28])(=[O:29])[OH:30])[cH:25][cH:26]1>>[CH3:1][c:2]1[cH:3][c:4]([O:5][CH2:6][C:7](=[O:8])[O:9][C:10]([CH3:11])([CH3:12])[CH3:13])[cH:14][cH:15][c:16]1[NH2:17].[c:21]1([CH3:31])[cH:22][cH:23][c:24]([S:27](=[O:28])(=[O:29])[O-:30])[cH:25][cH:26]1. The reactants are NC=1C=CC(=C(C1)[C@]1(N=C(OCC1(F)F)N)C)F ((R)-4-(5-amino-2-fluoro-phenyl)-5,5-difluoro-4-methyl-5,6-dihydro-4H-[1,3]oxazin-2-ylamine), ClC=1C=NC(=NC1)C(=O)O (5-chloro-pyrimidine-2-carboxylic acid). Yields the product NC=1OCC([C@@](N1)(C)C=1C=C(C=CC1F)NC(=O)C1=NC=C(C=N1)Cl)(F)F (5-Chloro-pyrimidine-2-carboxylic acid [3-((R)-2-amino-5,5-difluoro-4-methyl-5,6-dihydro-4H-[1,3]oxazin-4-yl)-4-fluoro-phenyl]-amide). RXN SMILES: [NH2:1][C:2]1[CH:3]=[CH:4][C:5]([F:18])=[C:6]([C@:8]2([CH3:17])[C:13]([F:15])([F:14])[CH2:12][O:11][C:10]([NH2:16])=[N:9]2)[CH:7]=1.[Cl:19][C:20]1[CH:21]=[N:22][C:23]([C:26](O)=[O:27])=[N:24][CH:25]=1>>[NH2:16][C:10]1[O:11][CH2:12][C:13]([F:14])([F:15])[C@:8]([C:6]2[CH:7]=[C:2]([NH:1][C:26]([C:23]3[N:24]=[CH:25][C:20]([Cl:19])=[CH:21][N:22]=3)=[O:27])[CH:3]=[CH:4][C:5]=2[F:18])([CH3:17])[N:9]=1. Procedure: The condensation of (R)-4-(5-amino-2-fluoro-phenyl)-5,5-difluoro-4-methyl-5,6-dihydro-4H-[1,3]oxazin-2-ylamine (intermediate XI-1) and 5-chloro-pyrimidine-2-carboxylic acid following procedure I yielded the title compound as a colorless solid. MS (ISP): m/z=400.0 [M+H]+. Reactants: O(C1=CC=CC=C1)CCSCC1=C(C=CC=C1)C1=CC(=CC=C1)C(=O)O (2′-(2-Phenoxy-ethylsulfanylmethyl)-biphenyl-3-carboxylic acid), 1,1-carbonyldiimidazole, CN(CCCNC(=O)C=1C=C(C=CC1)C1=CC=C(C=C1)CSCCOC1=CC=CC=C1)C (4′-(2-phenoxy-ethylsulfanylmethyl)-biphenyl-3-carboxylic acid (3-dimethylamino-propyl)-amide), CN(CCN)C (N,N-dimethylethylenediamine). Run in C1CCOC1 (THF). Yields the product CN(CCNC(=O)C=1C=C(C=CC1)C1=C(C=CC=C1)CSCCOC1=CC=CC=C1)C (2′-(2-Phenoxy-ethylsulfanylmethyl)-biphenyl-3-carboxylic acid (2-dimethylamino-ethyl)-amide). As a reaction SMILES: CN(C)CCCNC(C1C=C(C2C=CC(CSCCOC3C=CC=CC=3)=CC=2)C=CC=1)=O.[O:33]([CH2:40][CH2:41][S:42][CH2:43][C:44]1[CH:49]=[CH:48][CH:47]=[CH:46][C:45]=1[C:50]1[CH:55]=[CH:54][CH:53]=[C:52]([C:56](O)=[O:57])[CH:51]=1)[C:34]1[CH:39]=[CH:38][CH:37]=[CH:36][CH:35]=1.[CH3:59][N:60]([CH3:64])[CH2:61][CH2:62][NH2:63]>C1COCC1>[CH3:59][N:60]([CH3:64])[CH2:61][CH2:62][NH:63][C:56]([C:52]1[CH:51]=[C:50]([C:45]2[CH:46]=[CH:47][CH:48]=[CH:49][C:44]=2[CH2:43][S:42][CH2:41][CH2:40][O:33][C:34]2[CH:35]=[CH:36][CH:37]=[CH:38][CH:39]=2)[CH:55]=[CH:54][CH:53]=1)=[O:57]. Procedure details: 2′-(2-Phenoxy-ethylsulfanylmethyl)-biphenyl-3-carboxylic acid (2-dimethylamino-ethyl)-amide was synthesized as described for 4′-(2-phenoxy-ethylsulfanylmethyl)-biphenyl-3-carboxylic acid (3-dimethylamino-propyl)-amide. 2′-(2-Phenoxy-ethylsulfanylmethyl)-biphenyl-3-carboxylic acid (1.0 g, 2.74 mmol, 1 eq.) in anhydrous THF was treated with 1,1-carbonyldiimidazole (0.45 g, 2.79 mmol, 1.02 eq.) followed by N,N-dimethylethylenediamine (0.29 g, 3.29 mmol, 1.2 eq.) as described. When complete, the rea...